From a dataset of the Open Reaction Database (ORD), a public repository of structured organic reaction records. describe an organic reaction: reactants, conditions, products, and yield Reactants: FC=1C=C(C(=O)OC2=CC=C(C=C2)[N+](=O)[O-])C=CN1 (p-Nitrophenyl 2-fluoroisonicotinate), C(C)NCCN (N-ethylethylenediamine). The solvent is O1CCCC1 (tetrahydrofuran). Reaction conditions: time 24 hour. Yields the product C(C)NCCNC(C1=CC(=NC=C1)F)=O (N-[2-(N-ethylamino)ethyl]-2-fluoroisonicotinamide). The yield is 90.9%. Reaction SMILES: [F:1][C:2]1[CH:3]=[C:4]([CH:17]=[CH:18][N:19]=1)[C:5]([O:7]C1C=CC([N+]([O-])=O)=CC=1)=O.[CH2:20]([NH:22][CH2:23][CH2:24][NH2:25])[CH3:21]>O1CCCC1>[CH2:20]([NH:22][CH2:23][CH2:24][NH:25][C:5](=[O:7])[C:4]1[CH:17]=[CH:18][N:19]=[C:2]([F:1])[CH:3]=1)[CH3:21]. Reported procedure: To a solution of compound 35 (4.60 g, 17.5 mmol) in anhydrous tetrahydrofuran (185 mL) was added, under argon, N-ethylethylenediamine (1.80 mL, 17.5 mmol). The mixture was stirred at room temperature for 24 h. The solvent was evaporated under vacuum and the residue was suspended in dichloromethane (95 mL). A 1.0 N aqueous sodium hydroxide solution (140 mL) was added to the mixture. The solution was decanted and the aqueous layer was extracted with dichloromethane (6×120 mL). The organic layers w... Reactants: O=C1NC=2C=C(C=CC2C2=C1N=CS2)C(=O)OC (Methyl 4-oxo-4,5-dihydrothiazolo[4,5-c]quinoline-7-carboxylate), [Li+].[OH-] (LiOH), C1CCOC1 (THF), [OH-].[Na+] (NaOH). The solvent is O (water), CO (MeOH). Yields the product O=C1NC=2C=C(C=CC2C2=C1N=CS2)C(=O)O (4-oxo-4,5-dihydrothiazolo[4,5-c]quinoline-7-carboxylic acid). Yield: 2.7%. RXN SMILES: [O:1]=[C:2]1[C:11]2[N:12]=[CH:13][S:14][C:10]=2[C:9]2[CH:8]=[CH:7][C:6]([C:15]([O:17]C)=[O:16])=[CH:5][C:4]=2[NH:3]1.[Li+].[OH-].C1COCC1.[OH-].[Na+]>O.CO>[O:1]=[C:2]1[C:11]2[N:12]=[CH:13][S:14][C:10]=2[C:9]2[CH:8]=[CH:7][C:6]([C:15]([OH:17])=[O:16])=[CH:5][C:4]=2[NH:3]1 |f:1.2,4.5|. Procedure: Methyl 4-oxo-4,5-dihydrothiazolo[4,5-c]quinoline-7-carboxylate (35 mg, 0.12 mmol) and LiOH (60 mg, 0.83 mmol) were stirred in a (1:1:1, v:v:v) mixture of THF, MeOH and water (0.6 ml) for 2 hours. 6 N aqueous NaOH was added and the solution filtered through celite. The solution was acidified and the resulting solid filtered. Preparative HPLC purification and genevac evaporation provided 4-oxo-4,5-dihydrothiazolo[4,5-c]quinoline-7-carboxylic acid as a white solid (0.8 mg). LCMS (ES): 95% pure, m/z... Reactants: CC(=O)[O-], Cc1ccccc1, COc1ccc(C=O)cc1, C1CC[NH2+]CC1, [Na+], [Na+], O=S(=O)([O-])[O-], CC(C)(C)OC(=O)CC(=O)c1ccccc1O. Yields the product COc1ccc(C=C(C(=O)OC(C)(C)C)C(=O)c2ccccc2O)cc1. Reaction SMILES: [C:28]([O-:29])(=[O:30])[CH3:31].[CH3:45][c:46]1[cH:47][cH:48][cH:49][cH:50][cH:51]1.[CH:18]([c:19]1[cH:20][cH:21][c:22]([O:25][CH3:26])[cH:23][cH:24]1)=[O:27].[NH2+:32]1[CH2:33][CH2:34][CH2:35][CH2:36][CH2:37]1.[Na+:38].[Na+:39].[O-:40][S:41](=[O:42])(=[O:43])[O-:44].[OH:1][c:2]1[c:3]([C:8]([CH2:9][C:10](=[O:11])[O:12][C:13]([CH3:14])([CH3:15])[CH3:16])=[O:17])[cH:4][cH:5][cH:6][cH:7]1>>[OH:1][c:2]1[c:3]([C:8]([C:9]([C:10](=[O:11])[O:12][C:13]([CH3:14])([CH3:15])[CH3:16])=[CH:18][c:19]2[cH:20][cH:21][c:22]([O:25][CH3:26])[cH:23][cH:24]2)=[O:17])[cH:4][cH:5][cH:6][cH:7]1. Reactants: C(C)OC(=O)C1=NN2C(NC(=CC2=O)C2=CC=CC=C2)=C1 (7-oxo-5-phenyl-4,7-dihydro-pyrazolo[1,5-a]pyrimidine-2-carboxylic acid ethyl ester), [OH-].[K+] (potassium hydroxide), Cl (HCl). Run in O1CCOCC1 (dioxane), C(C)O (ethanol), C(C)(=O)OCC (ethyl acetate). The product is O=C1C=C(NC=2N1N=C(C2)C(=O)O)C2=CC=CC=C2 (7-oxo-5-phenyl-4,7-dihydro-pyrazolo[1,5-a]pyrimidine-2-carboxylic acid). RXN SMILES: C([O:3][C:4]([C:6]1[CH:21]=[C:9]2[NH:10][C:11]([C:15]3[CH:20]=[CH:19][CH:18]=[CH:17][CH:16]=3)=[CH:12][C:13](=[O:14])[N:8]2[N:7]=1)=[O:5])C.[OH-].[K+].Cl>C(O)C.O1CCOCC1.C(OCC)(=O)C>[O:14]=[C:13]1[N:8]2[N:7]=[C:6]([C:4]([OH:5])=[O:3])[CH:21]=[C:9]2[NH:10][C:11]([C:15]2[CH:20]=[CH:19][CH:18]=[CH:17][CH:16]=2)=[CH:12]1 |f:1.2|. Procedure: To a solution of 50 mg (0.18 mmol) of 7-oxo-5-phenyl-4,7-dihydro-pyrazolo[1,5-a]pyrimidine-2-carboxylic acid ethyl ester in 4 mL of ethanol (EtOH) was added 26 mg (0.40 mmol) of potassium hydroxide (KOH) and the resulting mixture was heated at reflux for 60 h. The reaction mixture was then acidified with 4 M HCl in dioxane solution, and diluted with ethyl acetate. The organic extract was washed with water and brine, dried over sodium sulfate, and concentrated to give desired 7-oxo-5-phenyl-4,7-d...